This data is from the Open Reaction Database (ORD), a public repository of structured organic reaction records. The task is: describe an organic reaction: reactants, conditions, products, and yield The reactants are CN1CCNCC1 (N-methyl-piperazine), [N+](=O)([O-])C=1C=C(C(=O)C2=CC=CC=C2)C=CC1Cl (3-nitro-4-chloro-benzophenone). The product is [N+](=O)([O-])C=1C=C(C(=O)C2=CC=CC=C2)C=CC1N1CCN(CC1)C (3-nitro-4-(N-methyl-piperazino)-benzophenone). Isolated yield 90.0%. As a reaction SMILES: [CH3:1][N:2]1[CH2:7][CH2:6][NH:5][CH2:4][CH2:3]1.[N+:8]([C:11]1[CH:12]=[C:13]([CH:22]=[CH:23][C:24]=1Cl)[C:14]([C:16]1[CH:21]=[CH:20][CH:19]=[CH:18][CH:17]=1)=[O:15])([O-:10])=[O:9]>>[N+:8]([C:11]1[CH:12]=[C:13]([CH:22]=[CH:23][C:24]=1[N:5]1[CH2:6][CH2:7][N:2]([CH3:1])[CH2:3][CH2:4]1)[C:14]([C:16]1[CH:21]=[CH:20][CH:19]=[CH:18][CH:17]=1)=[O:15])([O-:10])=[O:9]. Procedure details: N-methyl-piperazine is reacted with 3-nitro-4-chloro-benzophenone as described in Example 7 or 8 to obtain 3-nitro-4-(N-methyl-piperazino)-benzophenone with a yield of 90 %. The product melts at 94° C. Reactants: C=CC=O, O=[N+]([O-])C([N+](=O)[O-])[N+](=O)[O-], O. Yields the product O=CCCC([N+](=O)[O-])([N+](=O)[O-])[N+](=O)[O-]. As a reaction SMILES: [CH:11](=[O:12])[CH:13]=[CH2:14].[CH:1]([N+:2](=[O:3])[O-:4])([N+:5](=[O:6])[O-:7])[N+:8](=[O:9])[O-:10].[OH2:15]>>[C:1]([N+:2](=[O:3])[O-:4])([N+:5](=[O:6])[O-:7])([N+:8](=[O:9])[O-:10])[CH2:14][CH2:13][CH:11]=[O:12]. Reactants: N1=C(C=CC=C1)OC=1C=C(C(=O)O)C=CC1 (3-(2-pyridyloxy)benzoic acid), S(=O)(Cl)Cl (thionyl chloride), resultant mixture. Solvent: CN(C=O)C (dimethylformamide). The product is N1=C(C=CC=C1)OC=1C=C(C(=O)Cl)C=CC1 (3-(2-pyridyloxy)benzoyl chloride). Reaction SMILES: [N:1]1[CH:6]=[CH:5][CH:4]=[CH:3][C:2]=1[O:7][C:8]1[CH:9]=[C:10]([CH:14]=[CH:15][CH:16]=1)[C:11](O)=[O:12].S(Cl)([Cl:19])=O>CN(C)C=O>[N:1]1[CH:6]=[CH:5][CH:4]=[CH:3][C:2]=1[O:7][C:8]1[CH:9]=[C:10]([CH:14]=[CH:15][CH:16]=1)[C:11]([Cl:19])=[O:12]. Reported procedure: To a suspension of 3-(2-pyridyloxy)benzoic acid (1.80 g) in thionyl chloride (5.4 ml), dimethylformamide (0.2 ml is added, and the resultant mixture is stirred at room temperature for 2.5 hours. The reaction mixture is evaporated under reduced pressure to remove the excessive thionyl chloride, and the residue is combined with anhydrous pyridine (0.73 g) and anhydrous benzene (40 ml). The precipitated pyridine hydrochloride is filtered off. The filtrate is evaporated to remove the benzene, and th...